This data is from the Open Reaction Database (ORD), a public repository of structured organic reaction records. The task is: describe an organic reaction: reactants, conditions, products, and yield Reactants: N1=CC(=CC2=CC=CC=C12)C=O (quinoline-3-carboxaldehyde), C(CC(=O)O)(=O)O (malonic acid), C(C)(=O)[O-].[NH4+] (ammonium acetate). Solvent: C(C)O (ethanol). The product is N1=CC(=CC2=CC=CC=C12)CCC(=O)O (3-Quinolin-3-yl-propionic acid). The yield is 56.0%. RXN SMILES: [N:1]1[C:10]2[C:5](=[CH:6][CH:7]=[CH:8][CH:9]=2)[CH:4]=[C:3]([CH:11]=O)[CH:2]=1.C(O)(=O)[CH2:14][C:15]([OH:17])=[O:16].C([O-])(=O)C.[NH4+]>C(O)C>[N:1]1[C:10]2[C:5](=[CH:6][CH:7]=[CH:8][CH:9]=2)[CH:4]=[C:3]([CH2:11][CH2:14][C:15]([OH:17])=[O:16])[CH:2]=1 |f:2.3|. Procedure: A solution containing quinoline-3-carboxaldehyde 4-1 (5 g, 31.8 mmol), malonic acid (3.6 g, 35.0 mmol), and ammonium acetate (5.0 g, 63.6 mmol) in anhydrous ethanol (125 mL) was heated at reflux for 12 h. After cooling to room temperature, the resulting white solid was collected by filtration and washed with cold ethanol (150 mL) and then dried under vacuum to provide 4-2 as a white solid (3.84 g, 17.8 mmol, 56%). 1H NMR (300 MHz, D2O):δ 8.91 (d, J=2 Hz 1H), 8.21 (d, J=2 Hz, 1H), 8.12 (d, J=8 Hz... Reactants: ClCCl, CN(C)C=O, CSc1cc(C)nc(SC)c1N, O=C(Cl)C(=O)Cl, O, O=C(O)C=CC1=C(c2ccccc2)c2ccccc2OC1, c1ccncc1. Product: CSc1cc(C)nc(SC)c1NC(=O)C=CC1=C(c2ccccc2)c2ccccc2OC1. RXN SMILES: [CH2:45]([Cl:46])[Cl:47].[CH3:22][N:23]([CH3:24])[CH:25]=[O:26].[CH3:33][S:34][c:35]1[n:36][c:37]([CH3:44])[cH:38][c:39]([S:42][CH3:43])[c:40]1[NH2:41].[Cl:27][C:28]([C:29]([Cl:30])=[O:31])=[O:32].[OH2:48].[c:1]1([C:7]2=[C:12]([CH:13]=[CH:14][C:15](=[O:16])[OH:17])[CH2:11][O:10][c:9]3[c:8]2[cH:21][cH:20][cH:19][cH:18]3)[cH:2][cH:3][cH:4][cH:5][cH:6]1.[cH:49]1[cH:50][cH:51][n:52][cH:53][cH:54]1>>[c:1]1([C:7]2=[C:12]([CH:13]=[CH:14][C:15](=[O:16])[NH:41][c:40]3[c:35]([S:34][CH3:33])[n:36][c:37]([CH3:44])[cH:38][c:39]3[S:42][CH3:43])[CH2:11][O:10][c:9]3[c:8]2[cH:21][cH:20][cH:19][cH:18]3)[cH:2][cH:3][cH:4][cH:5][cH:6]1. Starting materials: O=C1CCOC2=CC(=CC=C12)C(=O)OC (methyl 4-oxochromane-7-carboxylate), C1(CCCCC1)C1=CC=C(N)C=C1 (4-cyclohexylaniline), [B][B][B][B][B][B][B][B][B][B] (decaborane). The solvent is CO (MeOH). Reaction conditions: time 60 hour. Product: C1(CCCCC1)C1=CC=C(C=C1)NC1CCOC2=CC(=CC=C12)C(=O)OC (methyl 4-[(4-cyclohexylphenyl)amino]chromane-7-carboxylate). RXN SMILES: O=[C:2]1[C:11]2[C:6](=[CH:7][C:8]([C:12]([O:14][CH3:15])=[O:13])=[CH:9][CH:10]=2)[O:5][CH2:4][CH2:3]1.[CH:16]1([C:22]2[CH:28]=[CH:27][C:25]([NH2:26])=[CH:24][CH:23]=2)[CH2:21][CH2:20][CH2:19][CH2:18][CH2:17]1.[B][B][B][B][B][B][B][B][B][B]>CO>[CH:16]1([C:22]2[CH:23]=[CH:24][C:25]([NH:26][CH:2]3[C:11]4[C:6](=[CH:7][C:8]([C:12]([O:14][CH3:15])=[O:13])=[CH:9][CH:10]=4)[O:5][CH2:4][CH2:3]3)=[CH:27][CH:28]=2)[CH2:17][CH2:18][CH2:19][CH2:20][CH2:21]1 |^3:28,37,^1:29,30,31,32,33,34,35,36|. Reported procedure: A mixture of methyl 4-oxochromane-7-carboxylate (1.50 g, 7.27 mmol), 4-cyclohexylaniline (2.55 g, 14.55 mmol), decaborane (0.27 g, 2.18 mmol) in dry MeOH (15 mL) was stirred under nitrogen for 60 h. Solvent evaporation in vacuo and chromatography (8% EtOAc in Hexane) gave methyl 4-[(4-cyclohexylphenyl)amino]chromane-7-carboxylate as a slightly yellow solid. HPLC/MS: m/z=365.2 (M+1), Rt=2.56 min. 1H NMR (CDCl3): δ 7.59 (1H, dd, J=2.0 Hz, 8.0 Hz), 7.56 (1H, d, J=2.0 Hz), 7.43 (1H, d, J=8.0 Hz), 7.... Starting materials: NC1=CC=NN1C1=NN2C(CCCC2)=C1Br (5-Amino-1-(3-bromo-4,5,6,7-tetrahydropyrazolo[1,5-a]pyridin-2-yl)pyrazole), [N+](=O)(O)[O-] (nitric acid), C(C)(=O)OC(C)=O (acetic anhydride), C(C)(=O)OC(C)=O (acetic anhydride). Run in C(C)(=O)O (acetic acid). Run at time 5 hour. Product: NC1=C(C=NN1C1=NN2C(CCCC2)=C1Br)[N+](=O)[O-] (5-Amino-1-(3-bromo-4,5,6,7-tetrahydropyrazolo-[1,5-a]-pyridin-2-yl)-4-nitropyrazole). RXN SMILES: [NH2:1][C:2]1[N:6]([C:7]2[C:15]([Br:16])=[C:10]3[CH2:11][CH2:12][CH2:13][CH2:14][N:9]3[N:8]=2)[N:5]=[CH:4][CH:3]=1.C(OC(=O)C)(=O)C.[N+:24]([O-])([OH:26])=[O:25]>C(O)(=O)C>[NH2:1][C:2]1[N:6]([C:7]2[C:15]([Br:16])=[C:10]3[CH2:11][CH2:12][CH2:13][CH2:14][N:9]3[N:8]=2)[N:5]=[CH:4][C:3]=1[N+:24]([O-:26])=[O:25]. Procedure: 3.6 g (12.7 mmol) 5-Amino-1-(3-bromo-4,5,6,7-tetrahydropyrazolo[1,5-a]pyridin-2-yl)pyrazole was suspended in 15 ml acetic acid and treated with 1.23 ml (13.0 mmol) acetic anhydride. The mixture was stirred for 5 hours at room temperature. 1.5 ml (15.9 mmol) acetic anhydride was added and then, with ice-bath cooling, 0.66 ml (15.5 mmol) fuming nitric acid was added, dropwise. After stirring for 12 hours at room temperature, the mixture was concentrated. The residue was dissolved in 30 ml ethanol ...